Task: describe an organic reaction: reactants, conditions, products, and yield. Dataset: the Open Reaction Database (ORD), a public repository of structured organic reaction records Solvent: C1CCOC1 (THF). The yield is 85.6%. Procedure: To a an ambient temperature suspension of potassium tert-butoxide (419 mg, 3.73 mmol) in THF (20 mL) is added (methoxymethyl)triphenylphosphonium chloride (1.28 g, 3.73 mmol) and is stirred at room temperature for 30 min. 3-Fluoro-4′-trifluoromethyl-biphenyl-4-carbaldehyde (500 mg, 1.87 mmol) is added and the reaction mixture continues to stir at room temperature. After 2 h TLC (30% EtOAc/hexane) indicates complete consumption of starting material. The reaction is quenched with saturated aqueous... Product: FC=1C=C(C=CC1C=COC)C1=CC=C(C=C1)C(F)(F)F (3-Fluoro-4-(2-methoxy-vinyl)-4′-trifluoromethyl-biphenyl). The reactants are CCOC(=O)C.CCCCCC (EtOAc hexane), CC(C)([O-])C.[K+] (potassium tert-butoxide), FC=1C=C(C=CC1C=O)C1=CC=C(C=C1)C(F)(F)F (3-Fluoro-4′-trifluoromethyl-biphenyl-4-carbaldehyde), [Cl-].COC[P+](C1=CC=CC=C1)(C1=CC=CC=C1)C1=CC=CC=C1 ((methoxymethyl)triphenylphosphonium chloride). As a reaction SMILES: CC(C)([O-])C.[K+].[Cl-].[CH3:8][O:9][CH2:10][P+](C1C=CC=CC=1)(C1C=CC=CC=1)C1C=CC=CC=1.[F:30][C:31]1[CH:32]=[C:33]([C:39]2[CH:44]=[CH:43][C:42]([C:45]([F:48])([F:47])[F:46])=[CH:41][CH:40]=2)[CH:34]=[CH:35][C:36]=1[CH:37]=O.CCOC(C)=O.CCCCCC>C1COCC1>[F:30][C:31]1[CH:32]=[C:33]([C:39]2[CH:44]=[CH:43][C:42]([C:45]([F:48])([F:47])[F:46])=[CH:41][CH:40]=2)[CH:34]=[CH:35][C:36]=1[CH:37]=[CH:8][O:9][CH3:10] |f:0.1,2.3,5.6|. Reaction conditions: time 30 minute. The reactants are CN(C(OCC1=CC=CC=C1)=O)C1CCNCC1 (Benzyl methyl(piperidin-4-yl)carbamate), BrC=1C=CC(=NC1)N(C)C (5-bromo-2-dimethylaminopyridine). Reagents/catalysts: C=1C=CC(=CC1)/C=C/C(=O)/C=C/C2=CC=CC=C2.C=1C=CC(=CC1)/C=C/C(=O)/C=C/C2=CC=CC=C2.C=1C=CC(=CC1)/C=C/C(=O)/C=C/C2=CC=CC=C2.[Pd].[Pd] (Pd2(dba)3). Solvent: C1(=CC=CC=C1)C (toluene). Conditions: temperature 80 celsius. Yields the product CN(C1=CC=C(C=N1)N1CCC(CC1)N(C(OCC1=CC=CC=C1)=O)C)C (Benzyl 1-(6-(dimethylamino)pyridin-3-yl)piperidin-4-yl(methyl)carbamate). Yield: 67.0%. RXN SMILES: [CH3:1][N:2]([CH:13]1[CH2:18][CH2:17][NH:16][CH2:15][CH2:14]1)[C:3](=[O:12])[O:4][CH2:5][C:6]1[CH:11]=[CH:10][CH:9]=[CH:8][CH:7]=1.Br[C:20]1[CH:21]=[CH:22][C:23]([N:26]([CH3:28])[CH3:27])=[N:24][CH:25]=1>C1(C)C=CC=CC=1.C1C=CC(/C=C/C(/C=C/C2C=CC=CC=2)=O)=CC=1.C1C=CC(/C=C/C(/C=C/C2C=CC=CC=2)=O)=CC=1.C1C=CC(/C=C/C(/C=C/C2C=CC=CC=2)=O)=CC=1.[Pd].[Pd]>[CH3:27][N:26]([CH3:28])[C:23]1[N:24]=[CH:25][C:20]([N:16]2[CH2:15][CH2:14][CH:13]([N:2]([CH3:1])[C:3](=[O:12])[O:4][CH2:5][C:6]3[CH:11]=[CH:10][CH:9]=[CH:8][CH:7]=3)[CH2:18][CH2:17]2)=[CH:21][CH:22]=1 |f:3.4.5.6.7|. Reported procedure: Benzyl methyl(piperidin-4-yl)carbamate (stage 3 AMN-52) (616 mg, 2.4875 mmol, 1.0 eq.), 5-bromo-2-dimethylaminopyridine (500 mg, 2.4875 mmol, 1.0 eq.) and KOBut (557 mg, 4.978 mmol, 2.0 eq.) were taken up in toluene (15 ml) and degassed with N2. BI NAP (77 mg, 0.124 mmol, 0.05 eq.) and Pd2(dba)3 (113 mg, 0.124 mmol, 0.05 eq.) were then added and the mixture was heated for 16 hours at 80° C. After monitoring by TLC, the reaction mixture was filtered over Celite and the filtrate was concentrated u... Starting materials: BrC1=NC(=CC=C1)Br (2,6-dibromopyridine), NCCN (1,2-diaminoethane), COC1=C(C=CC=C1)B(O)O (2-methoxyphenylboronic acid). Run in C1CCOC1 (THF). Product: COC1=C(C=CC=C1)C1=CC=CC(=N1)NCCNCC(=O)N1[C@@H](CCC1)C#N ((2S)-1-({2-[6-(2-Methoxy-phenyl)-pyridin-2-ylamino]-ethylamino}-acetyl)-pyrrolidine-2-carbonitrile). As a reaction SMILES: Br[C:2]1[CH:7]=[CH:6][CH:5]=[C:4](Br)[N:3]=1.[NH2:9][CH2:10][CH2:11][NH2:12].[CH3:13][O:14][C:15]1[CH:20]=[CH:19][CH:18]=[CH:17][C:16]=1B(O)O>C1COCC1>[CH3:13][O:14][C:15]1[CH:20]=[CH:19][CH:18]=[CH:17][C:16]=1[C:4]1[N:3]=[C:2]([NH:9][CH2:10][CH2:11][NH:12][CH2:16][C:15]([N:9]2[CH2:19][CH2:18][CH2:17][C@H:10]2[C:11]#[N:12])=[O:14])[CH:7]=[CH:6][CH:5]=1. Reported procedure: This compound was obtained in analogy to example 36, steps A] to C] starting from 2,6-dibromopyridine, 1,2-diaminoethane, 2-methoxyphenylboronic acid and IIA. The residue obtained by flash chromatography was dissolved in THF and precipitated by treatment with methanesulfonic acid in tert-butyl methyl ether and ethyl acetate yielding a white powder. Conditions: time 8 hour. Procedure details: To a solution of 3,5-difluoro-4-(3-(4-(morpholin-4-yl)phenyl)-4-oxo-4,5-dihydro-1H-pyrazolo[4,3-c]pyridin-1-yl)benzonitrile (120 mg) obtained in Step D of Example 244 in a mixed solvent of DMSO (3 mL) and water (0.25 mL) were added potassium carbonate (45.9 mg) and aqueous hydrogen peroxide (concentration 30 w/v %, 0.085 mL), and the mixture was stirred overnight at room temperature. The precipitate was collected by filtration, and washed with DMSO and water to give the title compound (64 mg). Reactants: FC=1C=C(C#N)C=C(C1N1N=C(C=2C(NC=CC21)=O)C2=CC=C(C=C2)N2CCOCC2)F (3,5-difluoro-4-(3-(4-(morpholin-4-yl)phenyl)-4-oxo-4,5-dihydro-1H-pyrazolo[4,3-c]pyridin-1-yl)benzonitrile), CS(=O)C (DMSO), C([O-])([O-])=O.[K+].[K+] (potassium carbonate), OO (hydrogen peroxide). Solvent: O (water). RXN SMILES: [F:1][C:2]1[CH:3]=[C:4]([CH:7]=[C:8]([F:32])[C:9]=1[N:10]1[C:18]2[CH:17]=[CH:16][NH:15][C:14](=[O:19])[C:13]=2[C:12]([C:20]2[CH:25]=[CH:24][C:23]([N:26]3[CH2:31][CH2:30][O:29][CH2:28][CH2:27]3)=[CH:22][CH:21]=2)=[N:11]1)[C:5]#[N:6].CS(C)=[O:35].C(=O)([O-])[O-].[K+].[K+].OO>O>[F:32][C:8]1[CH:7]=[C:4]([CH:3]=[C:2]([F:1])[C:9]=1[N:10]1[C:18]2[CH:17]=[CH:16][NH:15][C:14](=[O:19])[C:13]=2[C:12]([C:20]2[CH:21]=[CH:22][C:23]([N:26]3[CH2:31][CH2:30][O:29][CH2:28][CH2:27]3)=[CH:24][CH:25]=2)=[N:11]1)[C:5]([NH2:6])=[O:35] |f:2.3.4|. The product is FC=1C=C(C(=O)N)C=C(C1N1N=C(C=2C(NC=CC21)=O)C2=CC=C(C=C2)N2CCOCC2)F (3,5-difluoro-4-(3-(4-(morpholin-4-yl)phenyl)-4-oxo-4,5-dihydro-1H-pyrazolo[4,3-c]pyridin-1-yl)benzamide). Reactants: C(C)(C)(C)SC1=C(N(C2=CC=C(C=C12)O)CC1=CC=C(C=C1)Cl)CC(C(=O)OC)(C)C (methyl 3-[3-tert-butylthio-1-(4-chlorobenzyl)-5-hydroxyindol-2-yl]-2,2-dimethylpropanoate), C(C=CC)Br (crotyl bromide). The reagents and catalysts are [Cl-].[Cl-].[Zn+2] (ZnCl2). Run in CC=1C=CC(=CC1)C (p-xylene). Run at time 8 hour. Product: C(C)(C)(C)SC1=C(N(C2=CC=C(C(=C12)CC=CC)O)CC1=CC=C(C=C1)Cl)CC(C(=O)OC)(C)C (Methyl 3-[3-t-butylthio-1-(4-chlorobenzyl)-4-crotyl-5-hydroxyindol-2-yl]-2,2-dimethylpropanoate). As a reaction SMILES: [C:1]([S:5][C:6]1[C:14]2[C:9](=[CH:10][CH:11]=[C:12]([OH:15])[CH:13]=2)[N:8]([CH2:16][C:17]2[CH:22]=[CH:21][C:20]([Cl:23])=[CH:19][CH:18]=2)[C:7]=1[CH2:24][C:25]([CH3:31])([CH3:30])[C:26]([O:28][CH3:29])=[O:27])([CH3:4])([CH3:3])[CH3:2].[CH2:32](Br)[CH:33]=[CH:34][CH3:35]>CC1C=CC(C)=CC=1.[Cl-].[Cl-].[Zn+2]>[C:1]([S:5][C:6]1[C:14]2[C:9](=[CH:10][CH:11]=[C:12]([OH:15])[C:13]=2[CH2:32][CH:33]=[CH:34][CH3:35])[N:8]([CH2:16][C:17]2[CH:22]=[CH:21][C:20]([Cl:23])=[CH:19][CH:18]=2)[C:7]=1[CH2:24][C:25]([CH3:31])([CH3:30])[C:26]([O:28][CH3:29])=[O:27])([CH3:4])([CH3:3])[CH3:2] |f:3.4.5|. Procedure: To a suspension of KH (35% dispersion in oil, 547 mg, 4.78 mmol) in p-xylene (20 mL) there was added methyl 3-[3-tert-butylthio-1-(4-chlorobenzyl)-5-hydroxyindol-2-yl]-2,2-dimethylpropanoate from Example 1, Method A, Step 3 (2.0 g, 4.35 mmol) and the mixture was refluxed for 20 minutes; after cooling, there was added freshly fused ZnCl2 (68 mg, 0.5 mmol) and the mixture was again refluxed for one hour, then cooled down to r.t. To the solution was added crotyl bromide (882 mg, 6.53 mmol) and stir... Reactants: C(C)(C)(C)OC(\C=C\C1=CN(C=C1)S(=O)(=O)C1=CC(=CC=C1)Br)=O ((E)-3-[1-(3-bromo-benzenesulfonyl)-1H-pyrrol-3-yl]-acrylic acid tert-butyl ester), TEA. The solvent is ClCCl (dichloromethane). Reaction conditions: time 24 hour. Yields the product BrC=1C=C(C=CC1)S(=O)(=O)N1C=C(C=C1)/C=C/C(=O)O ((E)-3-[1-(3-Bromo-benzenesulfonyl)-1H-pyrrol-3-yl]-acrylic acid). Yield: 44.6%. RXN SMILES: C([O:5][C:6](=[O:24])/[CH:7]=[CH:8]/[C:9]1[CH:13]=[CH:12][N:11]([S:14]([C:17]2[CH:22]=[CH:21][CH:20]=[C:19]([Br:23])[CH:18]=2)(=[O:16])=[O:15])[CH:10]=1)(C)(C)C>ClCCl>[Br:23][C:19]1[CH:18]=[C:17]([S:14]([N:11]2[CH:12]=[CH:13][C:9](/[CH:8]=[CH:7]/[C:6]([OH:24])=[O:5])=[CH:10]2)(=[O:15])=[O:16])[CH:22]=[CH:21][CH:20]=1. Procedure: A mixture of 2.0 g (E)-3-[1-(3-bromo-benzenesulfonyl)-1H-pyrrol-3-yl]-acrylic acid tert-butyl ester with 60 ml dichloromethane and 6.0 ml TEA is stirred at ambient temperature for 24 h. The dichloromethane and TFA is evaporated and the residue is coevaporated with toluene for a few times. By this method 0.77 g brown solid is obtained. The reactants are FC1=C(C(=CC=C1F)[N+](=O)[O-])OCC(C)OC1OCCCC1 (2,3-difluoro-6-nitro{[2-(tetrahydropyran-2-yl)oxypropyl]oxy}benzene), S(=O)(=O)([O-])C1=CC=C(C)C=C1.[NH+]1=CC=CC=C1 (pyridinium tosylate). Solvent: C(C)O (ethanol). Run at time 8 hour. The product is FC1=C(C(=CC=C1F)[N+](=O)[O-])OCC(C)O (2,3-Difluoro-6-nitro-[(2-hydroxypropyl)oxy]benzene). As a reaction SMILES: [F:1][C:2]1[C:7]([F:8])=[CH:6][CH:5]=[C:4]([N+:9]([O-:11])=[O:10])[C:3]=1[O:12][CH2:13][CH:14]([O:16]C1CCCCO1)[CH3:15].S(C1C=CC(C)=CC=1)([O-])(=O)=O.[NH+]1C=CC=CC=1>C(O)C>[F:1][C:2]1[C:7]([F:8])=[CH:6][CH:5]=[C:4]([N+:9]([O-:11])=[O:10])[C:3]=1[O:12][CH2:13][CH:14]([OH:16])[CH3:15] |f:1.2|. Reported procedure: A mixture of 6.35 g of 2,3-difluoro-6-nitro{[2-(tetrahydropyran-2-yl)oxypropyl]oxy}benzene (I, Xa=Xb=F, Rc=THP, 60 ml of anhydrous ethanol and 640 mg of pyridinium tosylate was stirred at room temperature overnight and then heated under refluxing for 1 hour. The solvent was removed under reduced pressure. To the residue were added ethyl acetate and 1 N hydrochloric acid. The mixture was shaken, and the organic layer was separated. The organic layer was washed successively with a saturated sodium...